From a dataset of the Open Reaction Database (ORD), a public repository of structured organic reaction records. describe an organic reaction: reactants, conditions, products, and yield Reactants: ClC1=NN=C(C2=CC=C(C=C12)OC)C=1SC=CC1 (1-chloro-7-methoxy-4-(thiophen-2-yl)phthalazine), NC1CCN(CC1)CC1=CC=CC=C1 (4-amino-1-benzylpiperidine). The product is C(C1=CC=CC=C1)N1CCC(CC1)NC1=NN=C(C2=CC=C(C=C12)OC)C=1SC=CC1 (N-(1-benzylpiperidin-4-yl)-7-methoxy-4-(thiophen-2-yl)phthalazin-1-amine). RXN SMILES: Cl[C:2]1[C:11]2[C:6](=[CH:7][CH:8]=[C:9]([O:12][CH3:13])[CH:10]=2)[C:5]([C:14]2[S:15][CH:16]=[CH:17][CH:18]=2)=[N:4][N:3]=1.[NH2:19][CH:20]1[CH2:25][CH2:24][N:23]([CH2:26][C:27]2[CH:32]=[CH:31][CH:30]=[CH:29][CH:28]=2)[CH2:22][CH2:21]1>>[CH2:26]([N:23]1[CH2:24][CH2:25][CH:20]([NH:19][C:2]2[C:11]3[C:6](=[CH:7][CH:8]=[C:9]([O:12][CH3:13])[CH:10]=3)[C:5]([C:14]3[S:15][CH:16]=[CH:17][CH:18]=3)=[N:4][N:3]=2)[CH2:21][CH2:22]1)[C:27]1[CH:28]=[CH:29][CH:30]=[CH:31][CH:32]=1. Reported procedure: This compound is obtained according to the procedure described in 1.4. by reacting 1-chloro-7-methoxy-4-(thiophen-2-yl)phthalazine with 4-amino-1-benzylpiperidine. The reactants are C(C)(C)(C)O[C@H](C(=O)OCC)C1=C(C2=C(N=C(S2)C=2C=CC3=C(N(C(=N3)C)[C@@H]3CN(CC3)C(=O)OC(C)(C)C)C2)C=C1C)C1=CC=C(C=C1)Cl ((S)-tert-butyl 3-(6-(6-((S)-1-tert-butoxy-2-ethoxy-2-oxoethyl)-7-(4-chlorophenyl)-5-methylbenzo[d]thiazol-2-yl)-2-methyl-1H-benzo[d]imidazol-1-yl)pyrrolidine-1-carboxylate). The solvent is Cl (HCl), CC(C)O (i-PrOH). Product: C(C)(C)(C)O[C@H](C(=O)OCC)C1=C(C2=C(N=C(S2)C=2C=CC3=C(N(C(=N3)C)[C@@H]3CNCC3)C2)C=C1C)C1=CC=C(C=C1)Cl ((S)-ethyl 2-tert-butoxy-2-(7-(4-chlorophenyl)-5-methyl-2-(2-methyl-1-((S)-pyrrolidin-3-yl)-1H-benzo[d]imidazol-6-yl)benzo[d]thiazol-6-yl)acetate). Reaction SMILES: [C:1]([O:5][C@@H:6]([C:12]1[C:42]([CH3:43])=[CH:41][C:15]2[N:16]=[C:17]([C:19]3[CH:20]=[CH:21][C:22]4[N:26]=[C:25]([CH3:27])[N:24]([C@H:28]5[CH2:32][CH2:31][N:30](C(OC(C)(C)C)=O)[CH2:29]5)[C:23]=4[CH:40]=3)[S:18][C:14]=2[C:13]=1[C:44]1[CH:49]=[CH:48][C:47]([Cl:50])=[CH:46][CH:45]=1)[C:7]([O:9][CH2:10][CH3:11])=[O:8])([CH3:4])([CH3:3])[CH3:2]>Cl.CC(O)C>[C:1]([O:5][C@@H:6]([C:12]1[C:42]([CH3:43])=[CH:41][C:15]2[N:16]=[C:17]([C:19]3[CH:20]=[CH:21][C:22]4[N:26]=[C:25]([CH3:27])[N:24]([C@H:28]5[CH2:32][CH2:31][NH:30][CH2:29]5)[C:23]=4[CH:40]=3)[S:18][C:14]=2[C:13]=1[C:44]1[CH:49]=[CH:48][C:47]([Cl:50])=[CH:46][CH:45]=1)[C:7]([O:9][CH2:10][CH3:11])=[O:8])([CH3:2])([CH3:3])[CH3:4]. Procedure details: A solution of (S)-tert-butyl 3-(6-(6-((S)-1-tert-butoxy-2-ethoxy-2-oxoethyl)-7-(4-chlorophenyl)-5-methylbenzo[d]thiazol-2-yl)-2-methyl-1H-benzo[d]imidazol-1-yl)pyrrolidine-1-carboxylate (70 mg, 0.10 mmol) in 1.25 M HCl in i-PrOH (20 mL) was stirred at 35° C. for 4 hours. The solution was then concentrated in vacuo to provide the desired product. LCMS-ESI+: calc'd for C34H38ClN4O3S: 617.2 (M+H+); Found: 617.2 (M+H+).